This data is from the Open Reaction Database (ORD), a public repository of structured organic reaction records. The task is: describe an organic reaction: reactants, conditions, products, and yield Reactants: Brc1ccc2c(c1)CCO2, O=C([O-])[O-], CC1(C)OB(c2ccc(-n3c(CC4CCN(C(=O)C5CC5)C4)n[nH]c3=O)c(F)c2)OC1(C)C, [K+], [K+], C1COCCO1. Product: O=C(C1CC1)N1CCC(Cc2n[nH]c(=O)n2-c2ccc(-c3ccc4c(c3)CCO4)cc2F)C1. Reaction SMILES: [Br:34][c:35]1[cH:36][cH:37][c:38]2[c:39]([cH:43]1)[CH2:40][CH2:41][O:42]2.[C:44](=[O:45])([O-:46])[O-:47].[CH:1]1([C:4](=[O:5])[N:6]2[CH2:7][CH:8]([CH2:11][c:12]3[n:13](-[c:18]4[c:19]([F:33])[cH:20][c:21]([B:24]5[O:25][C:26]([CH3:27])([CH3:28])[C:29]([CH3:30])([CH3:31])[O:32]5)[cH:22][cH:23]4)[c:14](=[O:17])[nH:15][n:16]3)[CH2:9][CH2:10]2)[CH2:2][CH2:3]1.[K+:48].[K+:49].[O:50]1[CH2:51][CH2:52][O:53][CH2:54][CH2:55]1>>[CH:1]1([C:4](=[O:5])[N:6]2[CH2:7][CH:8]([CH2:11][c:12]3[n:13](-[c:18]4[c:19]([F:33])[cH:20][c:21](-[c:35]5[cH:36][cH:37][c:38]6[c:39]([cH:43]5)[CH2:40][CH2:41][O:42]6)[cH:22][cH:23]4)[c:14](=[O:17])[nH:15][n:16]3)[CH2:9][CH2:10]2)[CH2:2][CH2:3]1. Starting materials: CC[SiH](CC)CC, COc1ccc2c(c1)CCC(C)C2O, ClCCl, [K+], [K+], O=C([O-])[O-]. Yields the product COc1ccc2c(c1)CCC(C)C2. As a reaction SMILES: [CH2:15]([SiH:16]([CH2:17][CH3:18])[CH2:19][CH3:20])[CH3:21].[CH3:1][O:2][c:3]1[cH:4][c:5]2[c:10]([cH:11][cH:12]1)[CH:9]([OH:13])[CH:8]([CH3:14])[CH2:7][CH2:6]2.[Cl:28][CH2:29][Cl:30].[K+:22].[K+:23].[O-:24][C:25]([O-:26])=[O:27]>>[CH3:1][O:2][c:3]1[cH:4][c:5]2[c:10]([cH:11][cH:12]1)[CH2:9][CH:8]([CH3:14])[CH2:7][CH2:6]2.